From a dataset of the Open Reaction Database (ORD), a public repository of structured organic reaction records. describe an organic reaction: reactants, conditions, products, and yield Reactants: [OH-].[Na+] (sodium hydroxide), BrCC(=O)OCC (ethyl bromoacetate), C (charcoal), ClC1=C(C=C(C=C1)Cl)O (2,5-dichlorophenol), C1(=CC=CC=C1)O (phenol), [Br-].[Na+] (sodium bromide). Run in C(C)O (ethanol), C(Cl)(Cl)(Cl)Cl (carbon tetrachloride), C(C)O (ethanol), C(Cl)(Cl)(Cl)Cl (carbon tetrachloride). Reaction conditions: time 30 minute. Yields the product light yellow liquid, C(C)(=O)OOC1=C(C(=CC(=C1)Cl)CC)Cl (ethyl-2,5-dichlorophenoxy acetate). Isolated yield 92.0%. As a reaction SMILES: [Cl:1][C:2]1[CH:7]=[CH:6][C:5]([Cl:8])=[CH:4][C:3]=1[OH:9].[C:10]1(O)C=CC=C[CH:11]=1.[OH-].[Na+].Br[CH2:20][C:21]([O:23]CC)=[O:22].[Br-].[Na+].C>C(O)C.C(Cl)(Cl)(Cl)Cl>[C:21]([O:23][O:9][C:3]1[CH:4]=[C:5]([Cl:8])[CH:6]=[C:7]([CH2:10][CH3:11])[C:2]=1[Cl:1])(=[O:22])[CH3:20] |f:2.3,5.6|. Procedure: To a three-necked, 1000 ml flask provided with a mechanical stirrer and a reflux condenser was added 130.4 grams (0.8 mole) 2,5-dichlorophenol (prepared as described in step 1) dissolved in 300 ml absolute, i.e., anhydrous, ethanol. To the phenol solution was added, at ambient temperature, 32.4 grams (0.81 mole) sodium hydroxide dissolved in 300 ml absolute ethanol. The resulting mixture was stirred for 30 minutes and then 133.6 grams (0.8 mole) ethyl bromoacetate was added over a period of 15 m... The reactants are COC(=O)c1cn(-c2ccnc3ccccc23)c2ccccc12, Cl, [Li+], C1CCOC1, [OH-], O, O. Product: O=C(O)c1cn(-c2ccnc3ccccc23)c2ccccc12. Reaction SMILES: [CH3:4][O:5][C:6](=[O:7])[c:8]1[cH:9][n:10](-[c:17]2[cH:18][cH:19][n:20][c:21]3[cH:22][cH:23][cH:24][cH:25][c:26]23)[c:11]2[cH:12][cH:13][cH:14][cH:15][c:16]12.[ClH:27].[Li+:3].[O:28]1[CH2:29][CH2:30][CH2:31][CH2:32]1.[OH-:2].[OH2:1].[OH2:33]>>[O:5]=[C:6]([OH:7])[c:8]1[cH:9][n:10](-[c:17]2[cH:18][cH:19][n:20][c:21]3[cH:22][cH:23][cH:24][cH:25][c:26]23)[c:11]2[cH:12][cH:13][cH:14][cH:15][c:16]12. The reactants are C#C[Si](C)(C)C, COC(=O)c1cc(I)c(NC(C)=O)cc1Cl, ClCCl, [I-]. The product is COC(=O)c1cc(C#C[Si](C)(C)C)c(NC(C)=O)cc1Cl. As a reaction SMILES: [C:18](#[CH:19])[Si:20]([CH3:21])([CH3:22])[CH3:23].[CH3:1][O:2][C:3]([c:4]1[c:5]([Cl:15])[cH:6][c:7]([NH:11][C:12]([CH3:13])=[O:14])[c:8]([I:10])[cH:9]1)=[O:16].[Cl:24][CH2:25][Cl:26].[I-:17]>>[CH3:1][O:2][C:3]([c:4]1[c:5]([Cl:15])[cH:6][c:7]([NH:11][C:12]([CH3:13])=[O:14])[c:8]([C:19]#[C:18][Si:20]([CH3:21])([CH3:22])[CH3:23])[cH:9]1)=[O:16].